From a dataset of the Open Reaction Database (ORD), a public repository of structured organic reaction records. describe an organic reaction: reactants, conditions, products, and yield Starting materials: BrC1=C(C(=O)O)C=CC(=C1OCC(=O)N)Br (2,4-dibromo-3-(aminocarbonylmethoxy)benzoic acid), C1(CC(CCC1)=O)=O (cyclohexane-1,3-dione), N′-(3-dimethyl-aminopropyl) -N-ethylcarbodiimide hydrochloride. The reagents and catalysts are CN(C)C=1C=CN=CC1 (DMAP). Run in C(Cl)Cl (CH2Cl2), C(Cl)Cl (CH2Cl2), Cl (HCl). Yields the product BrC1=C(C(=O)OC2=CC(CCC2)=O)C=CC(=C1OCC(=O)N)Br (3-oxo-1-cyclohexenyl 2,4-dibromo-3-(aminocarbonylmethoxy)benzoate). Reaction SMILES: [Br:1][C:2]1[C:10]([O:11][CH2:12][C:13]([NH2:15])=[O:14])=[C:9]([Br:16])[CH:8]=[CH:7][C:3]=1[C:4]([OH:6])=[O:5].[C:17]1(=O)[CH2:22][CH2:21][CH2:20][C:19](=[O:23])[CH2:18]1>CN(C1C=CN=CC=1)C.C(Cl)Cl.Cl>[Br:1][C:2]1[C:10]([O:11][CH2:12][C:13]([NH2:15])=[O:14])=[C:9]([Br:16])[CH:8]=[CH:7][C:3]=1[C:4]([O:6][C:17]1[CH2:22][CH2:21][CH2:20][C:19](=[O:23])[CH:18]=1)=[O:5]. Procedure details: 0.400 g (1.10 mmol) of 2,4-dibromo-3-(aminocarbonylmethoxy)benzoic acid, 0.140 g (1.20 mmol) of cyclohexane-1,3-dione, 0.222 g (1.10 mmol) of N′-(3-dimethyl-aminopropyl) -N-ethylcarbodiimide hydrochloride and 0.001 g of DMAP was stirred for 14 hours at RT in 15 ml of CH2Cl2. The mixture was subsequently diluted with CH2Cl2 and with 0.5 N HCl, and washed with water, with saturated NaHCO3 solution and again with water. After the combined organic phases have been dried over Na2SO4 and concentrated ... Starting materials: ClCCl, S=C(Cl)Cl, O, Nc1cccc(SCc2ccccc2-c2ccccc2)c1. Yields the product [N-]=C=S, c1ccc(SCc2ccccc2-c2ccccc2)cc1. As a reaction SMILES: [CH2:27]([Cl:28])[Cl:29].[Cl:1][C:2]([Cl:3])=[S:4].[OH2:26].[c:5]1(-[c:11]2[c:12]([CH2:17][S:18][c:19]3[cH:20][c:21]([NH2:25])[cH:22][cH:23][cH:24]3)[cH:13][cH:14][cH:15][cH:16]2)[cH:6][cH:7][cH:8][cH:9][cH:10]1>>[C:2](=[S:4])=[N-:25].[c:5]1(-[c:11]2[c:12]([CH2:17][S:18][c:19]3[cH:20][cH:21][cH:22][cH:23][cH:24]3)[cH:13][cH:14][cH:15][cH:16]2)[cH:6][cH:7][cH:8][cH:9][cH:10]1. Starting materials: CC(=O)C1CCC2C3CC=C4CC(O)CCC4(C)C3CCC12C, O, Cc1ccc(S(=O)(=O)Cl)cc1, c1ccncc1. Product: CC(=O)C1CCC2C3CC=C4CC(O)CCC4(C)C3CCC12C, Cc1ccc(S(=O)(=O)[O-])cc1. As a reaction SMILES: [CH:12]12[CH2:13][CH:14]=[C:15]3[CH2:16][CH:17]([OH:18])[CH2:19][CH2:20][C:21]3([CH3:22])[CH:23]1[CH2:24][CH2:25][C:26]1([CH3:27])[CH:28]([C:32]([CH3:33])=[O:34])[CH2:29][CH2:30][CH:31]21.[OH2:35].[c:1]1([CH3:11])[cH:2][cH:3][c:4]([S:7](=[O:8])(=[O:9])[Cl:10])[cH:5][cH:6]1.[cH:36]1[cH:37][cH:38][n:39][cH:40][cH:41]1>>[CH:12]12[CH2:13][CH:14]=[C:15]3[CH2:16][CH:17]([OH:18])[CH2:19][CH2:20][C:21]3([CH3:22])[CH:23]1[CH2:24][CH2:25][C:26]1([CH3:27])[CH:28]([C:32]([CH3:33])=[O:34])[CH2:29][CH2:30][CH:31]21.[c:1]1([CH3:11])[cH:2][cH:3][c:4]([S:7](=[O:8])(=[O:9])[O-:35])[cH:5][cH:6]1. Reactants: CCO, BrCCC1CCCCC1, NC(=O)CC(C(=O)O)c1ccc(O)cc1, [Na+], [OH-]. The product is NC(=O)CC(C(=O)O)c1ccc(OCCC2CCCCC2)cc1. Reaction SMILES: [CH3:27][CH2:28][OH:29].[CH:18]1([CH2:24][CH2:25][Br:26])[CH2:19][CH2:20][CH2:21][CH2:22][CH2:23]1.[NH2:3][C:4]([CH2:5][CH:6]([C:7](=[O:8])[OH:9])[c:10]1[cH:11][cH:12][c:13]([OH:16])[cH:14][cH:15]1)=[O:17].[Na+:2].[OH-:1]>>[NH2:3][C:4]([CH2:5][CH:6]([C:7](=[O:8])[OH:9])[c:10]1[cH:11][cH:12][c:13]([O:16][CH2:25][CH2:24][CH:18]2[CH2:19][CH2:20][CH2:21][CH2:22][CH2:23]2)[cH:14][cH:15]1)=[O:17]. Starting materials: [C-]#N, CCO, Fc1cc(Cl)cc(F)c1CBr, [K+], O. Product: N#CCc1c(F)cc(Cl)cc1F. RXN SMILES: [C-:12]#[N:13].[CH3:15][CH2:16][OH:17].[Cl:1][c:2]1[cH:3][c:4]([F:11])[c:5]([CH2:6][Br:7])[c:8]([F:10])[cH:9]1.[K+:14].[OH2:18]>>[Cl:1][c:2]1[cH:3][c:4]([F:11])[c:5]([CH2:6][C:12]#[N:13])[c:8]([F:10])[cH:9]1. Reactants: [OH-].[Na+] (NaOH), Cl (HCl), C(=O)(C1=CC=CC=C1)Cl (BzCl), N1=CC=CC=C1 (pyridine), Pd(OAc)4, C(=O)(O)[O-].[Na+] (NaHCO3), Compound 5. Solvent: CCOC(=O)C (EtOAc), CCOC(=O)C (EtOAc), C1CCOC1 (THF). Run at time 2 hour. Yields the product C(C)(=O)OC1OCOC1 (4-acetoxydioxolane). Yield: 38.0%. Reaction SMILES: [OH-:1].[Na+].[C:3]([O-])([OH:5])=[O:4].[Na+].[C:8](Cl)([C:10]1C=CC=CC=1)=[O:9].Cl.N1[CH:23]=[CH:22]C=CC=1>C1COCC1.CCOC(C)=O>[C:8]([O:1][CH:23]1[CH2:22][O:5][CH2:3][O:4]1)(=[O:9])[CH3:10] |f:0.1,2.3|. Procedure: Compound 5 (200 mg, 1.5 mmol) was dissolved in THF (20 mL). To the solution was added 1N NaOH (2 mL, 2 mmol) and the mixture stirred at room temperature for 2 h. To the mixture was added NaHCO3 (3 mmol, 252 mg) then excess BzCl (1.5 mL) and the mixture was stirred at room temperature for 2 h. EtOAc (50 mL) was added and the pH of the solution was adjusted to 1.5 by addition of 6N HCl. Organic solution was washed with H2O (2×5 mL) and dried (Na2SO4). Solvent was removed and the residue was dissol...